This data is from the Open Reaction Database (ORD), a public repository of structured organic reaction records. The task is: describe an organic reaction: reactants, conditions, products, and yield Reactants: ClC1=CC=2C3=C(NC2C=C1)CCN(CC3)C (9-Chloro-3-methyl-1,2,3,4,5,6-hexahydroazepino[4,5-b]indole), ClCC(=O)N1CCOCC1 (2-Chloro-1-morpholinoethanone), N1[C@H](C(=O)O)CCC1 (L-proline), [O-]P(=O)([O-])[O-].[K+].[K+].[K+] (K3PO4). The reagents and catalysts are [Cu]I (CuI). Solvent: CN(C)C=O (DMF). Run at time 10 minute. Product: ClC1=CC=2C3=C(N(C2C=C1)CC(=O)N1CCOCC1)CCN(CC3)C (2-(9-chloro-3-methyl-2,3,4,5-tetrahydroazepino[4,5-b]indol-6(1H)-yl)-1-morpholinoethanone). Isolated yield 13.5%. RXN SMILES: [Cl:1][C:2]1[CH:10]=[CH:9][C:8]2[NH:7][C:6]3[CH2:11][CH2:12][N:13]([CH3:16])[CH2:14][CH2:15][C:5]=3[C:4]=2[CH:3]=1.N1CCC[C@H]1C(O)=O.[O-]P([O-])([O-])=O.[K+].[K+].[K+].Cl[CH2:34][C:35]([N:37]1[CH2:42][CH2:41][O:40][CH2:39][CH2:38]1)=[O:36]>[Cu]I.CN(C=O)C>[Cl:1][C:2]1[CH:10]=[CH:9][C:8]2[N:7]([CH2:34][C:35]([N:37]3[CH2:42][CH2:41][O:40][CH2:39][CH2:38]3)=[O:36])[C:6]3[CH2:11][CH2:12][N:13]([CH3:16])[CH2:14][CH2:15][C:5]=3[C:4]=2[CH:3]=1 |f:2.3.4.5|. Reported procedure: The title compound was prepared by following general procedure 7. 9-Chloro-3-methyl-1,2,3,4,5,6-hexahydroazepino[4,5-b]indole (100 mg, 0.43 mmol), was taken into DMF. To the above solution CuI (8 mg, 0.043 mmol), L-proline (9 mg, 0.086 mmol), K3PO4 (183 mg, 0.86 mmol) were added and stirred for 10 min. at RT. 2-Chloro-1-morpholinoethanone (84 mg, 0.51 mmol) was added dropwise. The reaction mixture was heated at 90° C. for 12 h. After completion of reaction, the reaction mixture was filtered thro...